This data is from the Open Reaction Database (ORD), a public repository of structured organic reaction records. The task is: describe an organic reaction: reactants, conditions, products, and yield Reactants: C#C[Si](C)(C)C, CCCCC#CC=CCl, [Pd]. The product is CCCCC#CC=CC#C[Si](C)(C)C. RXN SMILES: [CH3:10][Si:11]([CH3:12])([CH3:13])[C:14]#[CH:15].[Cl:1][CH:2]=[CH:3][C:4]#[C:5][CH2:6][CH2:7][CH2:8][CH3:9].[Pd:16]>>[CH:2](=[CH:3][C:4]#[C:5][CH2:6][CH2:7][CH2:8][CH3:9])[C:15]#[C:14][Si:11]([CH3:10])([CH3:12])[CH3:13]. Starting materials: C1CCOC1, C[Si](C)(C)C#N, COc1ccc(C=O)cc1OC, N#Cc1ccc(N)cc1F. As a reaction SMILES: [CH2:29]1[O:30][CH2:31][CH2:32][CH2:33]1.[CH3:11][Si:12]([CH3:13])([CH3:14])[C:15]#[N:16].[CH3:17][O:18][c:19]1[cH:20][cH:21][c:22]([CH:23]=[O:24])[cH:25][c:26]1[O:27][CH3:28].[F:1][c:2]1[c:3]([C:4]#[N:5])[cH:6][cH:7][c:8]([NH2:10])[cH:9]1>>[F:1][c:2]1[c:3]([C:4]#[N:5])[cH:6][cH:7][c:8]([NH:10][CH:23]([C:15]#[N:16])[c:22]2[cH:21][cH:20][c:19]([O:18][CH3:17])[c:26]([O:27][CH3:28])[cH:25]2)[cH:9]1. Yields the product COc1ccc(C(C#N)Nc2ccc(C#N)c(F)c2)cc1OC. Reactants: compound E, O.NN (hydrazine hydrate), COC=1C=C(C=CC1OC)C1=NNC([C@H]2CCCC[C@@H]12)=O ((cis)-4-(3,4-Dimethoxyphenyl)-4a,5,6,7,8,8a-hexahydro-2H-phthalazin-1-one). The product is C1(CCCC1)OC=1C=C(C=CC1OC)C1=NNC([C@H]2CC=CC[C@@H]12)=O ((cis)-4-(3-Cyclopentyloxy-4-methoxyphenyl)-4a,5,8,8a-tetrahydro-2H-phthalazin-1-one). As a reaction SMILES: O.NN.[CH3:4][O:5][C:6]1[CH:7]=[C:8]([C:14]2[C@H:23]3[C@H:18]([CH2:19][CH2:20][CH2:21][CH2:22]3)[C:17](=[O:24])[NH:16][N:15]=2)[CH:9]=[CH:10][C:11]=1[O:12][CH3:13]>>[CH:4]1([O:5][C:6]2[CH:7]=[C:8]([C:14]3[C@H:23]4[C@H:18]([CH2:19][CH:20]=[CH:21][CH2:22]4)[C:17](=[O:24])[NH:16][N:15]=3)[CH:9]=[CH:10][C:11]=2[O:12][CH3:13])[CH2:10][CH2:11][CH2:6][CH2:7]1 |f:0.1|. Procedure: Prepared from compound E (see starting compounds) and hydrazine hydrate as described for compound 1. M.p. 166-168° C.